From a dataset of the Open Reaction Database (ORD), a public repository of structured organic reaction records. describe an organic reaction: reactants, conditions, products, and yield Starting materials: BrC1=CC2=C(C(=NO2)CN2CCN(CC2)C)C=C1 (6-bromo-3-[(4-methyl-1-piperazinyl)methyl]-1,2-benzisoxazole), BrC1=CC2=C(C(=NO2)CN2CCN(CC2)C)C=C1 (6-bromo-3-[(4-methyl-1-piperazinyl)methyl]-1,2-benzisoxazole), C1(CC1)CNC(C1=CC(=CC=C1)B1OC(C(O1)(C)C)(C)C)=O (N-cyclopropylmethyl-3-(4,4,5,5-tetramethyl-[1,3,2]dioxaborolan-2-yl)-benzamide), C1(CC1)CNC(C1=CC(=CC=C1)B1OC(C(O1)(C)C)(C)C)=O (N-cyclopropylmethyl-3-(4,4,5,5-tetramethyl-[1,3,2]dioxaborolan-2-yl)-benzamide), C([O-])([O-])=O.[Na+].[Na+] (sodium carbonate). The reagents and catalysts are C=1C=CC(=CC1)[P](C=2C=CC=CC2)(C=3C=CC=CC3)[Pd]([P](C=4C=CC=CC4)(C=5C=CC=CC5)C=6C=CC=CC6)([P](C=7C=CC=CC7)(C=8C=CC=CC8)C=9C=CC=CC9)[P](C=1C=CC=CC1)(C=1C=CC=CC1)C=1C=CC=CC1 (tetrakis(triphenylphosphine)palladium(0)). Run in C(C)(C)O (isopropanol). Product: C1(CC1)NC(C1=CC(=C(C=C1)C)C1=CC2=C(C(=NO2)CN2CCN(CC2)C)C=C1)=O (N-Cyclopropyl-4-methyl-3-{3-[(4-methyl-1-piperazinyl)methyl]-1,2-benzisoxazol-6-yl}benzamide). As a reaction SMILES: Br[C:2]1[CH:18]=[CH:17][C:5]2[C:6]([CH2:9][N:10]3[CH2:15][CH2:14][N:13]([CH3:16])[CH2:12][CH2:11]3)=[N:7][O:8][C:4]=2[CH:3]=1.[CH:19]1([CH2:22][NH:23][C:24](=[O:40])[C:25]2[CH:30]=[CH:29][CH:28]=[C:27](B3OC(C)(C)C(C)(C)O3)[CH:26]=2)[CH2:21]C1.[C:41](=O)([O-])[O-].[Na+].[Na+]>C(O)(C)C.C1C=CC([P]([Pd]([P](C2C=CC=CC=2)(C2C=CC=CC=2)C2C=CC=CC=2)([P](C2C=CC=CC=2)(C2C=CC=CC=2)C2C=CC=CC=2)[P](C2C=CC=CC=2)(C2C=CC=CC=2)C2C=CC=CC=2)(C2C=CC=CC=2)C2C=CC=CC=2)=CC=1>[CH:22]1([NH:23][C:24](=[O:40])[C:25]2[CH:26]=[CH:27][C:28]([CH3:41])=[C:29]([C:2]3[CH:18]=[CH:17][C:5]4[C:6]([CH2:9][N:10]5[CH2:15][CH2:14][N:13]([CH3:16])[CH2:12][CH2:11]5)=[N:7][O:8][C:4]=4[CH:3]=3)[CH:30]=2)[CH2:19][CH2:21]1 |f:2.3.4,^1:54,56,75,94|. Procedure: A mixture of 6-bromo-3-[(4-methyl-1-piperazinyl)methyl]-1,2-benzisoxazole (Intermediate 46) (0.02 g) N-cyclopropyl-4-methyl-3-(4,4,5,5-tetramethyl-1,3,2-dioxaborolan-2-yl)benzamide (Intermediate 5) (0.02 g) 2N aqueous sodium carbonate and tetrakis(triphenylphosphine)palladium(0) (1 mg) in isopropanol (0.3 ml) was heated in a Reactivial™ at 65° for 18 h. the reaction mixture was partitioned between water and ethyl acetate, the phases were separated and the aqueous layer was re-extracted with ethy... Reactants: CC1CCCN1, Fc1ccc(C2OCc3c(Cl)nc(Cl)nc32)cc1, Cc1ccc(S(=O)(=O)O)cc1. The product is CC1CCCN1c1nc(Cl)nc2c1COC2c1ccc(F)cc1. RXN SMILES: [CH3:30][CH:31]1[NH:32][CH2:33][CH2:34][CH2:35]1.[Cl:1][c:2]1[n:3][c:4]([Cl:18])[c:5]2[c:6]([n:7]1)[CH:8]([c:11]1[cH:12][cH:13][c:14]([F:17])[cH:15][cH:16]1)[O:9][CH2:10]2.[c:19]1([CH3:20])[cH:21][cH:22][c:23]([S:24]([OH:25])(=[O:26])=[O:27])[cH:28][cH:29]1>>[Cl:1][c:2]1[n:3][c:4]([N:32]2[CH:31]([CH3:30])[CH2:35][CH2:34][CH2:33]2)[c:5]2[c:6]([n:7]1)[CH:8]([c:11]1[cH:12][cH:13][c:14]([F:17])[cH:15][cH:16]1)[O:9][CH2:10]2. The reactants are O (water), BrC1=CC=C(C=C1)Br (1,4-dibromobenzene), [Li]CCCC.CCCCCC (n-BuLi hexane), C(CC)C1CCC(CC1)=O (4-propylcyclohexanone). Run in C1CCOC1 (THF), C1CCOC1 (THF). Run at temperature -69 celsius, time 1 hour. Product: BrC1=CC=C(C=C1)C1(CCC(CC1)CCC)O (1-(4-bromophenyl)-4-propylcyclohexanol). The yield is 105.5%. RXN SMILES: Br[C:2]1[CH:7]=[CH:6][C:5]([Br:8])=[CH:4][CH:3]=1.[Li]CCCC.CCCCCC.[CH2:20]([CH:23]1[CH2:28][CH2:27][C:26](=[O:29])[CH2:25][CH2:24]1)[CH2:21][CH3:22].O>C1COCC1>[Br:8][C:5]1[CH:6]=[CH:7][C:2]([C:26]2([OH:29])[CH2:27][CH2:28][CH:23]([CH2:20][CH2:21][CH3:22])[CH2:24][CH2:25]2)=[CH:3][CH:4]=1 |f:1.2|. Reported procedure: 37.7 g of 1,4-dibromobenzene (13) and 300 mL of THF were placed in a reactor under nitrogen atmosphere and stirred at −69° C. 100 mL of a 1.6M n-BuLi hexane solution was added dropwise thereto at a temperature range of from −69 to −62° C. over 1 hour, and then further stirred at −70° C. for 1 hour. 22.4 g of 4-propylcyclohexanone (14) dissolved in 20 mL of THF was slowly added dropwise to the reaction solution at a temperature range of from −70 to −60° C. After gradually warming the reaction sol... Starting materials: CCSC(=O)C(NC(=O)OCc1ccccc1)C(C)C, CC(C)=O. Yields the product CC(C)C(C=O)NC(=O)OCc1ccccc1. As a reaction SMILES: [CH2:1]([S:2][C:4]([CH:5]([CH:6]([CH3:7])[CH3:8])[NH:9][C:10](=[O:11])[O:12][CH2:13][c:14]1[cH:15][cH:16][cH:17][cH:18][cH:19]1)=[O:20])[CH3:3].[CH3:21][C:22](=[O:23])[CH3:24]>>[CH:4]([CH:5]([CH:6]([CH3:7])[CH3:8])[NH:9][C:10](=[O:11])[O:12][CH2:13][c:14]1[cH:15][cH:16][cH:17][cH:18][cH:19]1)=[O:20]. Reactants: C(C)(C)(C)OC(NC=1SC[C@H]2[C@@](N1)(CO[C@@H]2C(F)(F)F)C2=C(C(=CC(=C2)N)F)F)=O (tert-butyl[(4aS,5S,7aS)-7a-(5-amino-2,3-difluorophenyl)-5-trifluoromethyl-4a,5,7,7a-tetrahydro-4H-furo[3,4-d][1,3]thiazin-2-yl]carbamate), COC=1N=CC(=NC1)C(=O)O (5-methoxypyrazine-2-carboxylic acid). Product: NC=1SC[C@H]2[C@@](N1)(CO[C@@H]2C(F)(F)F)C=2C=C(C=C(C2F)F)NC(=O)C2=NC=C(N=C2)OC (N-(3-((4aS,5S,7aS)-2-amino-5-(trifluoromethyl)-4a,5,7,7a-tetrahydro-4H-furo[3,4-d][1,3]thiazin-7a-yl)-4,5-difluorophenyl)-5-methoxypyrazine-2-carboxamide). RXN SMILES: C(OC(=O)[NH:7][C:8]1[S:9][CH2:10][C@@H:11]2[C@@H:16]([C:17]([F:20])([F:19])[F:18])[O:15][CH2:14][C@:12]2([C:21]2[CH:26]=[C:25]([NH2:27])[CH:24]=[C:23]([F:28])[C:22]=2[F:29])[N:13]=1)(C)(C)C.[CH3:31][O:32][C:33]1[N:34]=[CH:35][C:36]([C:39](O)=[O:40])=[N:37][CH:38]=1>>[NH2:7][C:8]1[S:9][CH2:10][C@@H:11]2[C@@H:16]([C:17]([F:20])([F:19])[F:18])[O:15][CH2:14][C@:12]2([C:21]2[CH:26]=[C:25]([NH:27][C:39]([C:36]3[CH:35]=[N:34][C:33]([O:32][CH3:31])=[CH:38][N:37]=3)=[O:40])[CH:24]=[C:23]([F:28])[C:22]=2[F:29])[N:13]=1. Procedure: Synthesized from tert-butyl[(4aS,5S,7aS)-7a-(5-amino-2,3-difluorophenyl)-5-trifluoromethyl-4a,5,7,7a-tetrahydro-4H-furo[3,4-d][1,3]thiazin-2-yl]carbamate and 5-methoxypyrazine-2-carboxylic acid according to the general procedure. 1H NMR (400 MHz, CDCl3+MeOD) δ ppm 2.83 (dd, J=13.9, 3.8 Hz, 1 H), 3.14 (dd, J=13.9, 3.0 Hz, 1 H), 3.29-3.39 (m, 1 H), 3.87 (d, J=8.3 Hz, 1 H), 4.04 (s, 3 H), 4.60 (d, J=8.3 Hz, 1H), 4.67 (quin, J=6.3 Hz, 1 H), 7.11-7.21 (m, 1 H), 8.03 (ddd, J=11.6, 6.9, 2.7 Hz, 1H), 8.... The reactants are Boc, Cl.O1CCOCC1 (HCl dioxane), C(C)(=O)O (acetic acid), CC(C)(OC(=O)N[C@@H](CC1=C(C=C(C=C1C)O)C)C(=O)N[C@H](C)C(=O)NCCCC1=CC=CC=C1)C (N[(1,1-dimethylethoxy)carbonyl]-2,6-dimethyl-L-tyrosyl-N-(3-phenylpropyl)-D-alaninamide), N[C@H](CC1=CC=C(C=C1)O)C(=O)O (D-tyrosine). Yields the product Cl.C(CCC)NC(=O)OC1=CC(=C(C[C@H](N)C(=O)N[C@H](C)C(=O)NCCCC2=CC=CC=C2)C(=C1)C)C (O-[(butylamino)carbonyl]-2,6-dimethyl-L-tyrosyl-N-(3-phenylpropyl)-D-alaninamide, monohydrochloride), hydrochloride salt. Reaction SMILES: CC(C)(OC([NH:7][C@H:8]([C:19]([NH:21][C@@H:22]([C:24]([NH:26][CH2:27][CH2:28][CH2:29][C:30]1[CH:35]=[CH:34][CH:33]=[CH:32][CH:31]=1)=[O:25])[CH3:23])=[O:20])[CH2:9][C:10]1[C:15]([CH3:16])=[CH:14]C(O)=C[C:11]=1[CH3:18])=O)C.[NH2:37][C@@H:38](C(O)=O)[CH2:39][C:40]1C=CC(O)=C[CH:41]=1.[ClH:50].O1[CH2:56][CH2:55][O:54][CH2:53]C1.C(O)(=[O:59])C>>[ClH:50].[CH2:38]([NH:37][C:53]([O:54][C:55]1[CH:56]=[C:11]([CH3:18])[C:10]([CH2:9][C@@H:8]([C:19]([NH:21][C@@H:22]([C:24]([NH:26][CH2:27][CH2:28][CH2:29][C:30]2[CH:31]=[CH:32][CH:33]=[CH:34][CH:35]=2)=[O:25])[CH3:23])=[O:20])[NH2:7])=[C:15]([CH3:16])[CH:14]=1)=[O:59])[CH2:39][CH2:40][CH3:41] |f:2.3,5.6|. Reported procedure: The Boc-precursor of the titled compound is prepared by the method of Example 6 using N[(1,1-dimethylethoxy)carbonyl]-2,6-dimethyl-L-tyrosyl-N-(3-phenylpropyl)-D-alaninamide in place of its D-tyrosine containing analog. The resulting Boc-precursor is reacted with glacial acetic acid and 6.8N HCl-dioxane according to the method of Example 3 to produce the titled hydrochloride salt.